This data is from the Open Reaction Database (ORD), a public repository of structured organic reaction records. The task is: describe an organic reaction: reactants, conditions, products, and yield The yield is 65.7%. The product is N1=CC=C(C=C1)CC1(C2=CC=CC=C2SC=2C=CC=CC12)CC1=CC=NC=C1 (9,9-Bis(4-pyridinylmethyl)thioxanthene). Starting materials: N1=CC=C(C=C1)CCl (4-picolylchloride), [H-].[Na+] (sodium hydride oil dispersion), C(C)S(=O)CC (ethyl sulfoxide), N1=CC=C(C=C1)CC1C2=CC=CC=C2SC=2C=CC=CC12 (9-(4-pyridinylmethyl)thioxanthene). Solvent: CS(=O)C (dimethylsulfoxide), CS(=O)C (dimethylsulfoxide). Procedure: A quantity of 0.38 g (8.0 mmole) of 50% sodium hydride oil dispersion was added slowly during 15 minutes to 20 ml of ethyl sulfoxide at room temperature. After completion of addition, the reaction mixture was heated at 45° for 30 minutes. It was cooled to 15° and a solution of 2.3 g (8.0 mmole) of 9-(4-pyridinylmethyl)thioxanthene in 10 ml of dimethylsulfoxide was added dropwise during 15 minutes at room temperature. After completion of addition, the reaction mixture was stirred 30 minutes at ro... Reaction SMILES: [H-].[Na+].C(S(CC)=O)C.[N:9]1[CH:14]=[CH:13][C:12]([CH2:15][CH:16]2[C:29]3[CH:28]=[CH:27][CH:26]=[CH:25][C:24]=3[S:23][C:22]3[C:17]2=[CH:18][CH:19]=[CH:20][CH:21]=3)=[CH:11][CH:10]=1.[N:30]1[CH:35]=[CH:34][C:33]([CH2:36]Cl)=[CH:32][CH:31]=1>CS(C)=O>[N:9]1[CH:10]=[CH:11][C:12]([CH2:15][C:16]2([CH2:36][C:33]3[CH:34]=[CH:35][N:30]=[CH:31][CH:32]=3)[C:17]3[CH:18]=[CH:19][CH:20]=[CH:21][C:22]=3[S:23][C:24]3[C:29]2=[CH:28][CH:27]=[CH:26][CH:25]=3)=[CH:13][CH:14]=1 |f:0.1|. Conditions: time 30 minute. RXN SMILES: [CH2:23]([CH3:24])[NH:25][CH2:26][CH:27]1[CH2:28][NH:29][CH2:30][CH2:31]1.[CH3:32][C:33]#[N:34].[F:1][c:2]1[cH:3][c:4]2[c:5](=[O:22])[c:6]([C:19](=[O:20])[OH:21])[cH:7][n:8]([CH2:14][C:15]([F:16])([F:17])[F:18])[c:9]2[c:10]([F:13])[c:11]1[F:12]>>[F:1][c:2]1[cH:3][c:4]2[c:5](=[O:22])[c:6]([C:19](=[O:20])[OH:21])[cH:7][n:8]([CH2:14][C:15]([F:16])([F:17])[F:18])[c:9]2[c:10]([F:13])[c:11]1[N:29]1[CH2:28][CH:27]([CH2:26][NH:25][CH2:23][CH3:24])[CH2:31][CH2:30]1. Reactants: CCNCC1CCNC1, CC#N, O=C(O)c1cn(CC(F)(F)F)c2c(F)c(F)c(F)cc2c1=O. Product: CCNCC1CCN(c2c(F)cc3c(=O)c(C(=O)O)cn(CC(F)(F)F)c3c2F)C1. Reactants: S(=O)(Cl)Cl (thionyl chloride), OC1=C(C2=CC=C(C=C2C=C1)C1=CC(=CC=C1)O)C=1C=C(C(=O)O)C=CC1 (3-(2-hydroxy-6-(3-hydroxyphenyl)naphthalene-1-yl)benzoic acid), NC=1SC=CN1 (2-aminothiazole). The solvent is COCCOC (DME), ClCCl (dichloromethane). Run at time 2 hour. Product: OC1=C(C2=CC=C(C=C2C=C1)C1=CC(=CC=C1)O)C=1C=C(C(=O)NC=2SC=CN2)C=CC1 (3-(2-Hydroxy-6-(3-hydroxyphenyl)naphthalene-1-yl)-N-(thiazol-2-yl)benzamide). Isolated yield 13.0%. RXN SMILES: [OH:1][C:2]1[CH:11]=[CH:10][C:9]2[C:4](=[CH:5][CH:6]=[C:7]([C:12]3[CH:17]=[CH:16][CH:15]=[C:14]([OH:18])[CH:13]=3)[CH:8]=2)[C:3]=1[C:19]1[CH:20]=[C:21]([CH:25]=[CH:26][CH:27]=1)[C:22](O)=[O:23].S(Cl)(Cl)=O.[NH2:32][C:33]1[S:34][CH:35]=[CH:36][N:37]=1>COCCOC.ClCCl>[OH:1][C:2]1[CH:11]=[CH:10][C:9]2[C:4](=[CH:5][CH:6]=[C:7]([C:12]3[CH:17]=[CH:16][CH:15]=[C:14]([OH:18])[CH:13]=3)[CH:8]=2)[C:3]=1[C:19]1[CH:20]=[C:21]([CH:25]=[CH:26][CH:27]=1)[C:22]([NH:32][C:33]1[S:34][CH:35]=[CH:36][N:37]=1)=[O:23]. Procedure: To 3-(2-hydroxy-6-(3-hydroxyphenyl)naphthalene-1-yl)benzoic acid (79 mg, 0.22 mmol, 1 eq), which is dissolved under a nitrogen atmosphere in 2 ml of dry DME, thionyl chloride (100 μl) is added, and the mixture is stirred at RT for 2 h. After the excess thionyl chloride has been removed in vacuum on a rotary evaporator, the residue is dissolved in dry DME and added dropwise to a suspension of 2-aminothiazole (22.2 mg, 0.22 mmol, 1 eq) in dry dichloromethane cooled at 0° C. The reaction mixture is... The reactants are Cl.CC1(C=2C=CC(=CC2CCC1)C=1N=C(SC1)N1CCC(CC1)N)C (1-[4-(5,5-dimethyl-5,6,7,8-tetrahydronaphthalen-2-yl)thiazol-2-yl]piperidin-4-ylamine hydrochloride), [Si](C)(C)(C(C)(C)C)OCC=O ((tert-butyldimethylsilanyloxy)acetaldehyde), Cl (HCl). Run in O1CCOCC1 (dioxane). Product: CC1(C=2C=CC(=CC2CCC1)C=1N=C(SC1)N1CCC(CC1)NCCO)C (2-{1-[4-(5,5-dimethyl-5,6,7,8-tetrahydronaphthalen-2-yl)-thiazol-2-yl]piperidin-4-ylamino}ethanol). RXN SMILES: Cl.[CH3:2][C:3]1([CH3:25])[CH2:12][CH2:11][CH2:10][C:9]2[CH:8]=[C:7]([C:13]3[N:14]=[C:15]([N:18]4[CH2:23][CH2:22][CH:21]([NH2:24])[CH2:20][CH2:19]4)[S:16][CH:17]=3)[CH:6]=[CH:5][C:4]1=2.[Si]([O:33][CH2:34][CH:35]=O)(C(C)(C)C)(C)C.Cl>O1CCOCC1>[CH3:2][C:3]1([CH3:25])[CH2:12][CH2:11][CH2:10][C:9]2[CH:8]=[C:7]([C:13]3[N:14]=[C:15]([N:18]4[CH2:23][CH2:22][CH:21]([NH:24][CH2:35][CH2:34][OH:33])[CH2:20][CH2:19]4)[S:16][CH:17]=3)[CH:6]=[CH:5][C:4]1=2 |f:0.1|. Procedure: The preparation is carried out as described starting from 60 mg (0.16 mmol) of 1-[4-(5,5-dimethyl-5,6,7,8-tetrahydronaphthalen-2-yl)thiazol-2-yl]piperidin-4-ylamine hydrochloride and 34 μl (0.16 mmol) of (tert-butyldimethylsilanyloxy)acetaldehyde. The protecting group is cleaved off using a 4N HCl solution in dioxane. The purification is carried out by means of preparative HPLC. The product is in the form of the formate. Starting materials: C([O-])([O-])=O.[K+].[K+] (potassium carbonate), NC1=C2NC(NC2=NC(=N1)C1=NN(C2=NC=CC=C21)CC2=C(C=CC=C2)F)=S (6-Amino-2-[1-(2-fluorobenzyl)-1H-pyrazolo[3,4-b]pyridin-3-yl]-7,9-dihydro-8H-purine-8-thione), IC (iodomethane). Run in CN(C=O)C (dimethylformamide). Conditions: temperature 70 celsius, time 48 hour. The product is FC1=C(CN2N=C(C=3C2=NC=CC3)C3=NC(=C2NC(=NC2=N3)SC)N)C=CC=C1 (2-[1-(2-Fluorobenzyl)-1H-pyrazolo[3,4-b]pyridin-3-yl]-8-(methylsulfanyl)-7H-purin-6-amine). Isolated yield 17.4%. Reaction SMILES: [NH2:1][C:2]1[N:10]=[C:9]([C:11]2[C:19]3[C:14](=[N:15][CH:16]=[CH:17][CH:18]=3)[N:13]([CH2:20][C:21]3[CH:26]=[CH:25][CH:24]=[CH:23][C:22]=3[F:27])[N:12]=2)[N:8]=[C:7]2[C:3]=1[NH:4][C:5](=[S:28])[NH:6]2.[C:29](=O)([O-])[O-].[K+].[K+].IC>CN(C)C=O>[F:27][C:22]1[CH:23]=[CH:24][CH:25]=[CH:26][C:21]=1[CH2:20][N:13]1[C:14]2=[N:15][CH:16]=[CH:17][CH:18]=[C:19]2[C:11]([C:9]2[N:8]=[C:7]3[C:3]([NH:4][C:5]([S:28][CH3:29])=[N:6]3)=[C:2]([NH2:1])[N:10]=2)=[N:12]1 |f:1.2.3|. Procedure: 100 mg (0.255 mmol) of the compound from example 28 were dissolved in 5 ml of dimethylformamide, and 49 mg (0.357 mmol) of potassium carbonate were added. The mixture was heated to 70° C. for 10 min and, after cooling, 18 μl (0.291 mmol) of iodomethane were added and the mixture was stirred at RT for 48 h. The mixture was concentrated and the residue was taken up in water and acidified with acetic acid. A solid precipitates out, which was filtered off and washed with water. The purification was ... Reactants: CC(C)(C)P(Cc1cccc(CP(C(C)(C)C)C(C)(C)C)n1)C(C)(C)C, C=C(C)C#N, Cc1ccccc1, Nc1ccccc1. The product is CC(C#N)CNc1ccccc1. Reaction SMILES: [C:1]([P:2]([CH2:3][c:4]1[cH:5][cH:6][cH:7][c:8]([CH2:9][P:10]([C:11]([CH3:12])([CH3:13])[CH3:14])[C:15]([CH3:16])([CH3:17])[CH3:18])[n:19]1)[C:20]([CH3:21])([CH3:22])[CH3:23])([CH3:24])([CH3:25])[CH3:26].[C:27]([C:28](=[CH2:29])[CH3:30])#[N:31].[CH3:39][c:40]1[cH:41][cH:42][cH:43][cH:44][cH:45]1.[NH2:32][c:33]1[cH:34][cH:35][cH:36][cH:37][cH:38]1>>[C:27]([CH:28]([CH2:29][NH:32][c:33]1[cH:34][cH:35][cH:36][cH:37][cH:38]1)[CH3:30])#[N:31].